Dataset: the Open Reaction Database (ORD), a public repository of structured organic reaction records. Task: describe an organic reaction: reactants, conditions, products, and yield Starting materials: FC1=CC=C(C=C1)C(N[C@H](C)C1=CC=CC=C1)C1=CC(=CC=C1)[N+](=O)[O-] (N-[(4-fluorophenyl)-(3-nitrophenyl)methyl]-N-[(R)-1phenylethyl]amine), [BH4-].[Na+] (sodium borohydride). Reagents/catalysts: O.O.O.O.O.O.[Ni](Cl)Cl (nickel chloride hexahydrate). Product: FC1=CC=C(C=C1)C(C=1C=C(C=CC1)N)N[C@H](C)C1=CC=CC=C1 (3-{(4-Fluorophenyl)-[(R)-1-phenylethylamino]methyl}phenylamine). Reaction SMILES: [F:1][C:2]1[CH:7]=[CH:6][C:5]([CH:8]([C:18]2[CH:23]=[CH:22][CH:21]=[C:20]([N+:24]([O-])=O)[CH:19]=2)[NH:9][C@@H:10]([C:12]2[CH:17]=[CH:16][CH:15]=[CH:14][CH:13]=2)[CH3:11])=[CH:4][CH:3]=1.[BH4-].[Na+]>O.O.O.O.O.O.[Ni](Cl)Cl>[F:1][C:2]1[CH:3]=[CH:4][C:5]([CH:8]([NH:9][C@@H:10]([C:12]2[CH:13]=[CH:14][CH:15]=[CH:16][CH:17]=2)[CH3:11])[C:18]2[CH:19]=[C:20]([NH2:24])[CH:21]=[CH:22][CH:23]=2)=[CH:6][CH:7]=1 |f:1.2,3.4.5.6.7.8.9|. Procedure details: Following a procedure similar to that described in Example (59b), 3.90 g of N-[(4-fluorophenyl)-(3-nitrophenyl)methyl]-N-[(R)-1phenylethyl]amine [prepared as described in step (a) above], 5.29 g of nickel chloride hexahydrate and 1.68 g of sodium borohydride were reacted, separated and purified, to obtain 1.24 g of isomer A and 848 mg of isomer B of the title compound, each as a colorless oil.